Dataset: the Open Reaction Database (ORD), a public repository of structured organic reaction records. Task: describe an organic reaction: reactants, conditions, products, and yield The reactants are CC(C)(C)NC(=S)Nc1cccnc1, CCO, N#CN, [Pb]. Product: CC(C)(C)NC(=NC#N)Nc1cccnc1. RXN SMILES: [C:1]([CH3:2])([CH3:3])([CH3:4])[NH:5][C:6](=[S:7])[NH:8][c:9]1[cH:10][n:11][cH:12][cH:13][cH:14]1.[CH3:19][CH2:20][OH:21].[N:15]#[C:16][NH2:17].[Pb:18]>>[C:1]([CH3:2])([CH3:3])([CH3:4])[NH:5][C:6]([NH:8][c:9]1[cH:10][n:11][cH:12][cH:13][cH:14]1)=[N:17][C:16]#[N:15]. Reaction SMILES: Cl[C:2]1[S:3][C:4]([C:11]([O:13][CH2:14][CH3:15])=[O:12])=[C:5]([C:7]([F:10])([F:9])[F:8])[N:6]=1.[C:16]([NH2:20])([CH3:19])([CH3:18])[CH3:17]>C(OCC)C>[CH3:17][C:16]([NH:20][C:2]1[S:3][C:4]([C:11]([O:13][CH2:14][CH3:15])=[O:12])=[C:5]([C:7]([F:10])([F:9])[F:8])[N:6]=1)([CH3:19])[CH3:18]. The reactants are ClC=1SC(=C(N1)C(F)(F)F)C(=O)OCC (ethyl 2-chloro-4-trifluoromethyl-5-thiazolecarboxylate), C(C)(C)(C)N (tert-butylamine). The product is CC(C)(C)NC=1SC(=C(N1)C(F)(F)F)C(=O)OCC (Ethyl 2-[(1,1-dimethylethyl)amino]-4-(trifluoromethyl)-5-thiazolecarboxylate). The solvent is C(C)OCC (ethyl ether). Procedure details: A stirred mixture of 2.6 g (10 mmol) of ethyl 2-chloro-4-trifluoromethyl-5-thiazolecarboxylate and ml of tert-butylamine was heated at reflux for 20 hours. The mixture was diluted with ethyl ether and washed twice with water. The ether phase was dried with magnesium sulfate and concentrated under reduced pressure to yield 2.85 g of a beige solid material which was recrystallized from methylcyclohexane to yield 2.4 g of a white plate crystal product (m.p.=104°-106° C.) identified in Table 1.